From a dataset of the Open Reaction Database (ORD), a public repository of structured organic reaction records. describe an organic reaction: reactants, conditions, products, and yield The reactants are Cl.NC=1C=C(C(=O)OC)C=CC1S (methyl 3-amino-4-mercaptobenzoate hydrochloride), S(O)(O)(=O)=O (sulfuric acid), C([O-])(O)=O.[Na+] (sodium bicarbonate), ClC1=NC=CC=C1 (2-chloropyridine), II (iodine). The solvent is CO (methanol), C1(=CC=CC=C1)OC1=CC=CC=C1 (diphenyl ether). Reaction conditions: temperature 100 celsius. The product is N1=CC=CC=2SC3=C(NC21)C=C(C=C3)C(=O)OC (Methyl 10H-pyrido[3,2-b][1,4]benzothiazine-8-carboxylate). Reaction SMILES: Cl.[NH2:2][C:3]1[CH:4]=[C:5]([CH:10]=[CH:11][C:12]=1[SH:13])[C:6]([O:8][CH3:9])=[O:7].Cl[C:15]1[CH:20]=[CH:19][CH:18]=[CH:17][N:16]=1.II.S(=O)(=O)(O)O.C(=O)(O)[O-].[Na+]>C1(OC2C=CC=CC=2)C=CC=CC=1.CO>[N:16]1[C:17]2[NH:2][C:3]3[CH:4]=[C:5]([C:6]([O:8][CH3:9])=[O:7])[CH:10]=[CH:11][C:12]=3[S:13][C:18]=2[CH:19]=[CH:20][CH:15]=1 |f:0.1,5.6|. Procedure details: 150 g of methyl 3-amino-4-mercaptobenzoate hydrochloride was suspended in 200 ml of diphenyl ether and heated to 100° C. After dropping 2-chloropyridine thereinto, 10.3 g of iodine was further added and the resulting mixture was reacted at 200° C. for 3 hours. After adding 20 ml of sulfuric acid and 300 ml of methanol at room temperature, the resulting mixture was heated under reflux for 3 hours. Then the reaction mixture was brought back to room temperature and poured into a cold saturated aque... The reactants are Cl.ClC1=CC=C(OC=2C=C(CN3CCNCC3)C=CC2)C=C1 (1-[3-(4-chloro-phenoxy)-benzyl]-piperazine hydrochloride), C(C)(C)N(CC)C(C)C (diisopropylethylamine), C1(=CC=CC=C1)OC(NC1=CN=C2N1N=CC=C2)=O (imidazo[1,2-b]pyridazin-3-yl-carbamic acid phenyl ester). Run in CCOC(=O)C (EtOAc), CS(=O)C (DMSO). Conditions: temperature 50 celsius, time 16 hour. Yields the product N=1C=C(N2N=CC=CC21)NC(=O)N2CCN(CC2)CC2=CC(=CC=C2)OC2=CC=C(C=C2)Cl (4-[3-(4-chloro-phenoxy)-benzyl]-piperazine-1-carboxylic acid imidazo[1,2-b]pyridazin-3-ylamide). Yield: 87.3%. RXN SMILES: Cl.[Cl:2][C:3]1[CH:22]=[CH:21][C:6]([O:7][C:8]2[CH:9]=[C:10]([CH:18]=[CH:19][CH:20]=2)[CH2:11][N:12]2[CH2:17][CH2:16][NH:15][CH2:14][CH2:13]2)=[CH:5][CH:4]=1.C(N(C(C)C)CC)(C)C.C1([O:38][C:39](=O)[NH:40][C:41]2[N:45]3[N:46]=[CH:47][CH:48]=[CH:49][C:44]3=[N:43][CH:42]=2)C=CC=CC=1>CS(C)=O.CCOC(C)=O>[N:43]1[CH:42]=[C:41]([NH:40][C:39]([N:15]2[CH2:16][CH2:17][N:12]([CH2:11][C:10]3[CH:18]=[CH:19][CH:20]=[C:8]([O:7][C:6]4[CH:21]=[CH:22][C:3]([Cl:2])=[CH:4][CH:5]=4)[CH:9]=3)[CH2:13][CH2:14]2)=[O:38])[N:45]2[C:44]=1[CH:49]=[CH:48][CH:47]=[N:46]2 |f:0.1|. Procedure: To a solution of 1-[3-(4-chloro-phenoxy)-benzyl]-piperazine hydrochloride (62.3 mg, 0.166 mmol) and diisopropylethylamine (53.7 mg, 0.416 mmol) in DMSO (2.0 mL) was added imidazo[1,2-b]pyridazin-3-yl-carbamic acid phenyl ester (42.1 mg, 0.166 mmol). The reaction mixture was stirred at 50° C. for 16 h, then diluted with EtOAc (40 mL) and washed with saturated aqueous NaHCO3 (40 mL). The organic layer was dried (MgSO4) and concentrated. The crude residue was purified (FCC, 2 N NH3 in MeOH/DCM) to ...